Dataset: the Open Reaction Database (ORD), a public repository of structured organic reaction records. Task: describe an organic reaction: reactants, conditions, products, and yield Starting materials: C(C=1C(=CC=CC1)OC)=O (o-anisaldehyde), [Cl-].[NH4+] (ammonium chloride), BrC1=C(C(=CC=C1)Br)OC (2,6-Dibromoanisole), C(CCC)[Li] (Butyl lithium). Solvent: O1CCCC1 (tetrahydrofuran), O1CCCC1 (tetrahydrofuran). Reaction conditions: temperature -63 celsius. Yields the product BrC=1C(=C(C=CC1)C(O)C1=C(C=CC=C1)OC)OC ((3-Bromo-2-methoxyphenyl)-(2-methoxyphenyl)methanol). As a reaction SMILES: Br[C:2]1[CH:7]=[CH:6][CH:5]=[C:4]([Br:8])[C:3]=1[O:9][CH3:10].C([Li])CCC.[CH:16](=[O:25])[C:17]1[C:18]([O:23][CH3:24])=[CH:19][CH:20]=[CH:21][CH:22]=1.[Cl-].[NH4+]>O1CCCC1>[Br:8][C:4]1[C:3]([O:9][CH3:10])=[C:2]([CH:16]([C:17]2[CH:22]=[CH:21][CH:20]=[CH:19][C:18]=2[O:23][CH3:24])[OH:25])[CH:7]=[CH:6][CH:5]=1 |f:3.4|. Procedure details: 2,6-Dibromoanisole (138.0 g, 0.51 mol) was dissolved in 750 ml of tetrahydrofuran and the solution cooled to -63° C. Butyl lithium (319 ml of 1.6 M, 0.51 mol) was added slowly with stirring and the mixture stirred at -60° C. for 4.5 hours and then 69.4 g (0.51 mol) of o-anisaldehyde in 250 ml of tetrahydrofuran was added slowly with stirring and the mixture allowed to stir cold for 1 hour. The mixture was allowed to warm to ambient temperature and was then poured into a mixture of ice and satura...